This data is from the Open Reaction Database (ORD), a public repository of structured organic reaction records. The task is: describe an organic reaction: reactants, conditions, products, and yield Starting materials: OCC1=CC=C(C2=C1C(CO2)C)OC ((±)-4-Hydroxymethyl-7-methoxy-3-methyl-2,3-dihydrobenzofuran), NC1=CC=NC=C1 (4-aminopyridine). Product: COC1=CC=C(C=2C(COC21)C)CNC2=CC=NC=C2 ((±)-7-Methoxy-3-methyl-4-(4-pyridylaminomethyl)-2,3-dihydrobenzofuran). Isolated yield 26.5%. RXN SMILES: O[CH2:2][C:3]1[C:8]2[CH:9]([CH3:12])[CH2:10][O:11][C:7]=2[C:6]([O:13][CH3:14])=[CH:5][CH:4]=1.[NH2:15][C:16]1[CH:21]=[CH:20][N:19]=[CH:18][CH:17]=1>>[CH3:14][O:13][C:6]1[C:7]2[O:11][CH2:10][CH:9]([CH3:12])[C:8]=2[C:3]([CH2:2][NH:15][C:16]2[CH:21]=[CH:20][N:19]=[CH:18][CH:17]=2)=[CH:4][CH:5]=1. Reported procedure: Substantially the same procedure as in Step B of Example 48 was repeated using Compound 59a obtained in Step A of Example 59 and using 4-aminopyridine instead of 4-mercaptopyridine to give Compound 61 (26.5%) as colorless crystals. The reactants are Cc1cccc(C(=O)Nc2cncc(N3CC4CN(C(=O)OC(C)(C)C)CC4C3)n2)c1, ClCCl, O=C(O)C(F)(F)F. Yields the product Cc1cccc(C(=O)Nc2cncc(N3CC4CNCC4C3)n2)c1, O=C(O)C(F)(F)F. As a reaction SMILES: [CH3:1][c:2]1[cH:3][c:4]([C:5](=[O:6])[NH:7][c:8]2[cH:9][n:10][cH:11][c:12]([N:14]3[CH2:15][CH:16]4[CH:17]([CH2:18]3)[CH2:19][N:20]([C:22]([O:23][C:24]([CH3:25])([CH3:26])[CH3:27])=[O:28])[CH2:21]4)[n:13]2)[cH:29][cH:30][cH:31]1.[Cl:39][CH2:40][Cl:41].[F:32][C:33]([C:34](=[O:35])[OH:36])([F:37])[F:38]>>[CH3:1][c:2]1[cH:3][c:4]([C:5](=[O:6])[NH:7][c:8]2[cH:9][n:10][cH:11][c:12]([N:14]3[CH2:15][CH:16]4[CH:17]([CH2:18]3)[CH2:19][NH:20][CH2:21]4)[n:13]2)[cH:29][cH:30][cH:31]1.[F:32][C:33]([C:34](=[O:35])[OH:36])([F:37])[F:38]. Reactants: O=S1(CCC(=CC2=C1C=CC=C2)C(=O)N)=O (1,1-dioxo-2,3-dihydro-1-benzothiepine-4-carboxamide), C([C@H](O)[C@@H](O)C(=O)O)(=O)O (L-tartaric acid). Run in C1CCOC1 (THF). Run at time 12 hour. Product: C([C@H](O)[C@@H](O)C(=O)O)(=O)O.O=S1(CCC(=CC2=C1C=CC=C2)C(=O)N)=O (1,1-dioxo-2,3-dihydro-1-benzothiepine-4-carboxamide L-tartarate). Isolated yield 182966.8%. As a reaction SMILES: [O:1]=[S:2]1(=[O:16])[C:8]2[CH:9]=[CH:10][CH:11]=[CH:12][C:7]=2[CH:6]=[C:5]([C:13]([NH2:15])=[O:14])[CH2:4][CH2:3]1.[C:17]([OH:26])(=[O:25])[C@@H:18]([C@H:20]([C:22]([OH:24])=[O:23])[OH:21])[OH:19]>C1COCC1>[C:17]([OH:26])(=[O:25])[C@@H:18]([C@H:20]([C:22]([OH:24])=[O:23])[OH:21])[OH:19].[O:1]=[S:2]1(=[O:16])[C:8]2[CH:9]=[CH:10][CH:11]=[CH:12][C:7]=2[CH:6]=[C:5]([C:13]([NH2:15])=[O:14])[CH2:4][CH2:3]1 |f:3.4|. Reported procedure: In THF (30 ml) was dissolved N-[4-[[N-methyl-N-(tetrahydropyran-4-yl)amino]methyl]phenyl]-7-[4-(2-propoxyethoxy)phenyl)]-1,1-dioxo-2,3-dihydro-1-benzothiepine-4-carboxamide (1.0 g). To the solution was added L-tartaric acid (0.36 mg), and the mixture was stirred at room temperature for 12 hours. Under reduced pressure, the solvent was removed, and the residue was recrystallized from ethanol to give N-[4-[[N-methyl-N-(tetrahydropyran-4-yl)amino]methyl]phenyl]-7-[4-(2-propoxyethoxy)phenyl)]-1,1-di...